This data is from the Open Reaction Database (ORD), a public repository of structured organic reaction records. The task is: describe an organic reaction: reactants, conditions, products, and yield Yields the product Cl.Cl.C(C)N1C(=NC(=C1)C=CC=1SC=2NCCCC2N1)C1=CC=CC=C1 ((2-(1-Ethyl-2-phenylimidazol-4-yl)ethenyl}-4,5,6,7-tetrahydrothiazolo[5,4-b]pyridine dihydrochloride). As a reaction SMILES: [CH2:1]([N:3]1[CH:7]=[C:6]([CH:8]=[CH:9][C:10]2[S:11][C:12]3[NH:13][CH2:14][CH2:15][CH2:16][C:17]=3[N:18]=2)[N:5]=[C:4]1[C:19]1[CH:24]=[CH:23][CH:22]=[CH:21][CH:20]=1)[CH3:2].[ClH:25]>>[ClH:25].[ClH:25].[CH2:1]([N:3]1[CH:7]=[C:6]([CH:8]=[CH:9][C:10]2[S:11][C:12]3[NH:13][CH2:14][CH2:15][CH2:16][C:17]=3[N:18]=2)[N:5]=[C:4]1[C:19]1[CH:24]=[CH:23][CH:22]=[CH:21][CH:20]=1)[CH3:2] |f:2.3.4|. The reactants are C(C)N1C(=NC(=C1)C=CC=1SC=2NCCCC2N1)C1=CC=CC=C1 (2-{2-(1-Ethyl-2-phenylimidazol-4-yl)ethenyl}-4,5,6,7-tetrahydrothiazolo[5,4-b]pyridine), Cl (hydrochloric acid). Procedure: 2-{2-(1-Ethyl-2-phenylimidazol-4-yl)ethenyl}-4,5,6,7-tetrahydrothiazolo[5,4-b]pyridine was neutralized with hydrochloric acid and recrystallized from ethanoldiethyl ether to obtain the title compound (yield: 94.2%). The yield is 94.2%.